Dataset: the Open Reaction Database (ORD), a public repository of structured organic reaction records. Task: describe an organic reaction: reactants, conditions, products, and yield Starting materials: CC(C)O, CN(C)CCC(=O)c1ccccc1, [H][H]. The product is CN(C)CCC(O)c1ccccc1. RXN SMILES: [CH3:16][CH:17]([OH:18])[CH3:19].[CH3:1][N:2]([CH2:3][CH2:4][C:5](=[O:6])[c:7]1[cH:8][cH:9][cH:10][cH:11][cH:12]1)[CH3:13].[H:14][H:15]>>[CH3:1][N:2]([CH2:3][CH2:4][CH:5]([OH:6])[c:7]1[cH:8][cH:9][cH:10][cH:11][cH:12]1)[CH3:13]. Starting materials: C1CCOC1, CO, Cl, COC(=O)C1(C)CCN(c2ccc(F)cc2)C1=O, [Li+], [OH-]. The product is CC1(C(=O)O)CCN(c2ccc(F)cc2)C1=O. RXN SMILES: [CH2:22]1[O:23][CH2:24][CH2:25][CH2:26]1.[CH3:27][OH:28].[ClH:21].[F:3][c:4]1[cH:5][cH:6][c:7]([N:10]2[C:11](=[O:20])[C:12]([C:15](=[O:16])[O:17][CH3:18])([CH3:19])[CH2:13][CH2:14]2)[cH:8][cH:9]1.[Li+:2].[OH-:1]>>[F:3][c:4]1[cH:5][cH:6][c:7]([N:10]2[C:11](=[O:20])[C:12]([C:15](=[O:16])[OH:17])([CH3:19])[CH2:13][CH2:14]2)[cH:8][cH:9]1. Starting materials: NC1=C(C=C(C=C1)C1=NC2=C(N1)C=CC(=C2)N(C)CCOC)[N+](=O)[O-] ([2-(4-amino-3-nitro-phenyl)-1H-benzoimidazol-5-yl]-(2-methoxy-ethyl)-methyl-amine). The reagents and catalysts are [Pd] (palladium on carbon). Run in C(C)(=O)OCC.CO (ethyl acetate methanol). Conditions: time 1 day. Product: COCCN(C1=CC2=C(NC(=N2)C=2C=C(C(=CC2)N)N)C=C1)C (4-{5-[(2-methoxy-ethyl)-methyl-amino]-1H-benzoimidazol-2-yl}-benzene-1,2-diamine). As a reaction SMILES: [NH2:1][C:2]1[CH:7]=[CH:6][C:5]([C:8]2[NH:12][C:11]3[CH:13]=[CH:14][C:15]([N:17]([CH2:19][CH2:20][O:21][CH3:22])[CH3:18])=[CH:16][C:10]=3[N:9]=2)=[CH:4][C:3]=1[N+:23]([O-])=O>[Pd].C(OCC)(=O)C.CO>[CH3:22][O:21][CH2:20][CH2:19][N:17]([CH3:18])[C:15]1[CH:14]=[CH:13][C:11]2[NH:12][C:8]([C:5]3[CH:4]=[C:3]([NH2:23])[C:2]([NH2:1])=[CH:7][CH:6]=3)=[N:9][C:10]=2[CH:16]=1 |f:2.3|. Reported procedure: To a solution of [2-(4-amino-3-nitro-phenyl)-1H-benzoimidazol-5-yl]-(2-methoxy-ethyl)-methyl-amine (0.65 g, 1.9 mmol) in 4:1 ethyl acetate/methanol (50 ml) under nitrogen, was added 5% palladium on carbon (100 mg) and the mixture was first evacuated and then stirred at room temperature under an atmosphere of hydrogen for 1 day. The reaction mixture was then filtered through celite, washed with 1:1 ethyl acetate/methanol (10 mL) and the combined filtrate and washings were concentrated to give the... Starting materials: COC1=CC=C(C=C1)CC1CC2CC(C(NC2CC1)=O)C(=O)OCC (Ethyl 3,4,4a,5,6,7,8,8a-octahydro-6-((4-methoxyphenyl)methyl)quinolin-2[1H]-one-3-carboxylate), [BH4-].[Li+] (lithium borohydride). Run in C1CCOC1 (THF). Yields the product OCC1C(NC2CCC(CC2C1)CC1=CC=C(C=C1)OC)=O (3,4,4a,5,6,7,8,8a-Octahydro-3-hydroxymethyl-6-((4-methoxyphenyl)methyl)quinolin-2[1H]-one). The yield is 10.5%. Reaction SMILES: [CH3:1][O:2][C:3]1[CH:8]=[CH:7][C:6]([CH2:9][CH:10]2[CH2:19][CH2:18][CH:17]3[CH:12]([CH2:13][CH:14]([C:21](OCC)=[O:22])[C:15](=[O:20])[NH:16]3)[CH2:11]2)=[CH:5][CH:4]=1.[BH4-].[Li+]>C1COCC1>[OH:22][CH2:21][CH:14]1[CH2:13][CH:12]2[CH:17]([CH2:18][CH2:19][CH:10]([CH2:9][C:6]3[CH:5]=[CH:4][C:3]([O:2][CH3:1])=[CH:8][CH:7]=3)[CH2:11]2)[NH:16][C:15]1=[O:20] |f:1.2|. Reported procedure: Ethyl 3,4,4a,5,6,7,8,8a-octahydro-6-(4-methoxyphenyl)methyl-quinolin-2[1H]-one-3-carboxylate (1 g) (prepared according to Example 6) was mixed with 2M lithium borohydride solution in THF (15 ml) and heated at reflux. After 4 hours the reaction mixture was quenched by addition of water. The reaction mixture was partitioned between water and dichloromethane and the organic layer was washed with 2M HCl, then with saturated sodium carbonate solution, dried (MgSO4) and evaporated. The residue was rec... Starting materials: [N+](=O)([O-])C1=CC2=C(NC(/C(/S2)=C/C=2NC=CC2)=O)C=C1 ((Z)-7-nitro-2-[(pyrrol-2-yl)methylene]-2H-1,4-benzothiazin-3(4H)-one), O.NN (hydrazine hydrate). Reagents/catalysts: [Ni] (Raney nickel). The solvent is C(C)O (ethanol). The product is NC1=CC2=C(NC(/C(/S2)=C/C=2NC=CC2)=O)C=C1 ((Z)-7-Amino-2-[(pyrrol-2-yl)methylene]-2H-1,4-benzothiazin-3(4H)one). As a reaction SMILES: [N+:1]([C:4]1[CH:20]=[CH:19][C:7]2[NH:8][C:9](=[O:18])/[C:10](=[CH:12]/[C:13]3[NH:14][CH:15]=[CH:16][CH:17]=3)/[S:11][C:6]=2[CH:5]=1)([O-])=O.O.NN>[Ni].C(O)C>[NH2:1][C:4]1[CH:20]=[CH:19][C:7]2[NH:8][C:9](=[O:18])/[C:10](=[CH:12]/[C:13]3[NH:14][CH:15]=[CH:16][CH:17]=3)/[S:11][C:6]=2[CH:5]=1 |f:1.2|. Procedure details: A catalytic amount of Raney nickel was added portionwise with stirring to a mixture of (Z)-7-nitro-2-[(pyrrol-2-yl)methylene]-2H-1,4-benzothiazin-3(4H)-one (Example 5) (0.43 g, 1.5 mmol) and hydrazine hydrate (98%) (0.8 ml) in ethanol (20 ml). The reaction mixture heated under reflux for 5.5 hours, then filtered and the solvent removed in vacuo. The product was purified by silica gel chromatography using a gradient of (98:2) to (95:5) toluene:ethanol as the mobile phase.